From a dataset of the Open Reaction Database (ORD), a public repository of structured organic reaction records. describe an organic reaction: reactants, conditions, products, and yield Yield: 93.2%. Product: [Br-].OCCCCCC[P+](C1=CC=CC=C1)(C1=CC=CC=C1)C1=CC=CC=C1 ((6-hydroxyhexyl)triphenylphosphonium bromide). Procedure details: Into a 5 L, 3 neck round bottom flask fitted with nitrogen inlet, condenser, thermometer, mechanical stiring and nitrogen outlet is added 6-bromo-1-hexanol (500 g, 2.76 mol), triphenylphosphine (768 g, 2.9 mol) and acetonitrile (1800 ml) under nitrogen. The reaction mixture is heated to reflux for 72 hrs. The reaction mixture is cooled to room temperature and transferred into a 5 L beaker. The product is recrystallized from anhydrous ethyl ether (1.5 L) at 10° C. Vacuum filtration followed by wa... Solvent: C(C)#N (acetonitrile). Starting materials: BrCCCCCCO (6-bromo-1-hexanol), C1(=CC=CC=C1)P(C1=CC=CC=C1)C1=CC=CC=C1 (triphenylphosphine). As a reaction SMILES: [Br:1][CH2:2][CH2:3][CH2:4][CH2:5][CH2:6][CH2:7][OH:8].[C:9]1([P:15]([C:22]2[CH:27]=[CH:26][CH:25]=[CH:24][CH:23]=2)[C:16]2[CH:21]=[CH:20][CH:19]=[CH:18][CH:17]=2)[CH:14]=[CH:13][CH:12]=[CH:11][CH:10]=1>C(#N)C>[Br-:1].[OH:8][CH2:7][CH2:6][CH2:5][CH2:4][CH2:3][CH2:2][P+:15]([C:16]1[CH:17]=[CH:18][CH:19]=[CH:20][CH:21]=1)([C:22]1[CH:27]=[CH:26][CH:25]=[CH:24][CH:23]=1)[C:9]1[CH:10]=[CH:11][CH:12]=[CH:13][CH:14]=1 |f:3.4|. Starting materials: C(=NC1CCCCC1)=NC1CCCCC1, OCC1CCCCC1, Cl, c1ccncc1, O=C(O)Cc1ccccn1. Yields the product O=C(Cc1ccccn1)OCC1CCCCC1. Reaction SMILES: [CH2:20]1[CH2:21][CH2:22][CH:23]([N:24]=[C:25]=[N:26][CH:27]2[CH2:28][CH2:29][CH2:30][CH2:31][CH2:32]2)[CH2:33][CH2:34]1.[CH:12]1([CH2:18][OH:19])[CH2:13][CH2:14][CH2:15][CH2:16][CH2:17]1.[ClH:1].[cH:35]1[cH:36][cH:37][n:38][cH:39][cH:40]1.[n:2]1[c:3]([CH2:8][C:9](=[O:10])[OH:11])[cH:4][cH:5][cH:6][cH:7]1>>[n:2]1[c:3]([CH2:8][C:9](=[O:10])[O:11][CH2:18][CH:12]2[CH2:13][CH2:14][CH2:15][CH2:16][CH2:17]2)[cH:4][cH:5][cH:6][cH:7]1. The reactants are BrC1=CC(=CC=2C(=CSC21)C([C@H](CCC)C2=CC=C(C(=O)O)C=C2)C2=CC=C(C=C2)Cl)C (4-{(1S)-1-[(7-Bromo-5-methyl-1-benzothien-3-yl)(4-chlorophenyl)methyl]butyl}benzoic acid), N=1NN=NC1CN (1-(2H-tetrazol-5-yl)methanamine), C(CCl)Cl (EDC), C=1C=CC2=C(C1)N=NN2O (HOBt), CCN(C(C)C)C(C)C (DIEA). Run in CN(C)C=O (DMF), C(C)#N (acetonitrile). Reaction conditions: temperature 65 celsius. The product is BrC1=CC(=CC=2C(=CSC21)C([C@H](CCC)C2=CC=C(C(=O)NCC=1N=NNN1)C=C2)C2=CC=C(C=C2)Cl)C (4-{(1S)-1-[(7-BROMO-5-METHYL-1-BENZOTHIEN-3-YL)(4-CHLOROPHENYL)METHYL]BUTYL}-N-(2H-TETRAZOL-5-YLMETHYL)BENZAMIDE). RXN SMILES: [Br:1][C:2]1[C:10]2[S:9][CH:8]=[C:7]([CH:11]([C:25]3[CH:30]=[CH:29][C:28]([Cl:31])=[CH:27][CH:26]=3)[C@@H:12]([C:16]3[CH:24]=[CH:23][C:19]([C:20](O)=[O:21])=[CH:18][CH:17]=3)[CH2:13][CH2:14][CH3:15])[C:6]=2[CH:5]=[C:4]([CH3:32])[CH:3]=1.[N:33]1[NH:34][N:35]=[N:36][C:37]=1[CH2:38][NH2:39].C(Cl)CCl.C1C=CC2N(O)N=NC=2C=1.CCN(C(C)C)C(C)C>CN(C=O)C.C(#N)C>[Br:1][C:2]1[C:10]2[S:9][CH:8]=[C:7]([CH:11]([C:25]3[CH:30]=[CH:29][C:28]([Cl:31])=[CH:27][CH:26]=3)[C@@H:12]([C:16]3[CH:24]=[CH:23][C:19]([C:20]([NH:39][CH2:38][C:37]4[N:33]=[N:34][NH:35][N:36]=4)=[O:21])=[CH:18][CH:17]=3)[CH2:13][CH2:14][CH3:15])[C:6]=2[CH:5]=[C:4]([CH3:32])[CH:3]=1. Reported procedure: A mixture of 4-{(1S)-1-[(7-bromo-5-methyl-1-benzothien-3-yl)(4-chlorophenyl)methyl]butyl}benzoic acid (EXAMPLE 3, Step A, 20.0 mg, 0.038 mmol), 1-(2H-tetrazol-5-yl)methanamine (10.9 mg, 0.110 mmol), EDC (22.0 mg, 0.110 mmol), HOBt (17.0 mg, 0.110 mmol) and DIEA (0.050 mL, 0.29 mmol) in DMF (1 mL) was heated at 65° C. for 12 hours. The mixture was allowed to cool to RT, diluted with acetonitrile, then purified by preparative reverse-phase HPLC eluting with 38-100% acetonitrile/water+0.1% TFA. Fol... Product: C(C1=CC=CC=C1)(=O)SC[C@@H](C(=O)N(CC(=O)O)C1CC2=CC=CC=C2C1)C (N-(3-benzoylthio-2(R)-methylpropionyl)-N-(2-indanyl)glycine). Starting materials: C1C(CC2=CC=CC=C12)NCC(=O)O (N-(2-indanyl)glycine), C(C1=CC=CC=C1)(=O)SC[C@H](C(=O)Cl)C (3-benzoylthio-2(R)-methylpropionyl chloride). As a reaction SMILES: [CH2:1]1[C:9]2[C:4](=[CH:5][CH:6]=[CH:7][CH:8]=2)[CH2:3][CH:2]1[NH:10][CH2:11][C:12]([OH:14])=[O:13].[C:15]([S:23][CH2:24][C@@H:25]([CH3:29])[C:26](Cl)=[O:27])(=[O:22])[C:16]1[CH:21]=[CH:20][CH:19]=[CH:18][CH:17]=1>>[C:15]([S:23][CH2:24][C@H:25]([CH3:29])[C:26]([N:10]([CH:2]1[CH2:3][C:4]2[C:9](=[CH:8][CH:7]=[CH:6][CH:5]=2)[CH2:1]1)[CH2:11][C:12]([OH:14])=[O:13])=[O:27])(=[O:22])[C:16]1[CH:21]=[CH:20][CH:19]=[CH:18][CH:17]=1. Procedure: By reacting N-(2-indanyl)glycine with 3-benzoylthio-2(R)-methylpropionyl chloride in a similar manner to that of Example 37, there is obtained N-(3-benzoylthio-2(R)-methylpropionyl)-N-(2-indanyl)glycine as colorless needles. The reactants are NC1=NC(=CC(=N1)N1CCC2(C[C@H](N(C2)C(=O)OC(C)(C)C)C(=O)OCC)CC1)OCC1=C(C=C(C=C1)Cl)Br ((S)-2-tert-butyl 3-ethyl 8-(2-amino-6-((2-bromo-4-chlorobenzyl)oxy)pyrimidin-4-yl)-2,8-diazaspiro[4.5]decane-2,3-dicarboxylate), CS(=O)(=O)C=1C=C(C=CC1)B(O)O ((3-(methylsulfonyl)phenyl)boronic acid), C(=O)([O-])[O-].[Na+].[Na+] (Na2CO3). Reagents/catalysts: C1=CC=C(C=C1)P([C-]2C=CC=C2)C3=CC=CC=C3.C1=CC=C(C=C1)P([C-]2C=CC=C2)C3=CC=CC=C3.Cl[Pd]Cl.[Fe+2] (Pd(dppf)Cl2). The solvent is O1CCOCC1 (dioxane). Yields the product NC1=NC(=CC(=N1)N1CCC2(C[C@H](N(C2)C(=O)OC(C)(C)C)C(=O)OCC)CC1)OCC1=C(C=C(C=C1)Cl)C1=CC(=CC=C1)S(=O)(=O)C ((S)-2-tert-butyl 3-ethyl 8-(2-amino-6-((5-chloro-3′-(methylsulfonyl)-[1,1′-biphenyl]-2-yl)methoxy)pyrimidin-4-yl)-2,8-diazaspiro[4.5]decane-2,3-dicarboxylate). As a reaction SMILES: [NH2:1][C:2]1[N:7]=[C:6]([N:8]2[CH2:29][CH2:28][C:11]3([CH2:15][N:14]([C:16]([O:18][C:19]([CH3:22])([CH3:21])[CH3:20])=[O:17])[C@H:13]([C:23]([O:25][CH2:26][CH3:27])=[O:24])[CH2:12]3)[CH2:10][CH2:9]2)[CH:5]=[C:4]([O:30][CH2:31][C:32]2[CH:37]=[CH:36][C:35]([Cl:38])=[CH:34][C:33]=2Br)[N:3]=1.[CH3:40][S:41]([C:44]1[CH:45]=[C:46](B(O)O)[CH:47]=[CH:48][CH:49]=1)(=[O:43])=[O:42].C([O-])([O-])=O.[Na+].[Na+]>O1CCOCC1.C1C=CC(P(C2C=CC=CC=2)[C-]2C=CC=C2)=CC=1.C1C=CC(P(C2C=CC=CC=2)[C-]2C=CC=C2)=CC=1.Cl[Pd]Cl.[Fe+2]>[NH2:1][C:2]1[N:7]=[C:6]([N:8]2[CH2:29][CH2:28][C:11]3([CH2:15][N:14]([C:16]([O:18][C:19]([CH3:22])([CH3:21])[CH3:20])=[O:17])[C@H:13]([C:23]([O:25][CH2:26][CH3:27])=[O:24])[CH2:12]3)[CH2:10][CH2:9]2)[CH:5]=[C:4]([O:30][CH2:31][C:32]2[CH:37]=[CH:36][C:35]([Cl:38])=[CH:34][C:33]=2[C:48]2[CH:47]=[CH:46][CH:45]=[C:44]([S:41]([CH3:40])(=[O:43])=[O:42])[CH:49]=2)[N:3]=1 |f:2.3.4,6.7.8.9|. Reported procedure: A mixture of (S)-2-tert-butyl 3-ethyl 8-(2-amino-6-((2-bromo-4-chlorobenzyl)oxy)pyrimidin-4-yl)-2,8-diazaspiro[4.5]decane-2,3-dicarboxylate (300 mg, 0.4 mmol), (3-(methylsulfonyl)phenyl)boronic acid (280 mg, 1 mmol), and Pd(dppf)Cl2 (62 mg, 0.09 mmol) in dioxane (5 mL)/aq. Na2CO3 solution (2.0 M, 5 mL) was heated to 90° C. for 4 h. The reaction was then cooled to RT, the solids filtered away, and the filtrate concentrated in vacuo. Purification on normal phase silica gel (CH2Cl2/MeOH) provided (... Starting materials: Brc1cncc(Br)c1, CC(C)(C)OC(=O)N1CCC2CNCC21. The product is CC(C)(C)OC(=O)N1CCC2CN(c3cncc(Br)c3)CC21. Reaction SMILES: [Br:16][c:17]1[cH:18][n:19][cH:20][c:21]([Br:22])[cH:23]1.[N:1]1([C:9](=[O:10])[O:11][C:12]([CH3:13])([CH3:14])[CH3:15])[CH:2]2[CH:3]([CH2:4][CH2:5]1)[CH2:6][NH:7][CH2:8]2>>[N:1]1([C:9](=[O:10])[O:11][C:12]([CH3:13])([CH3:14])[CH3:15])[CH:2]2[CH:3]([CH2:4][CH2:5]1)[CH2:6][N:7]([c:21]1[cH:20][n:19][cH:18][c:17]([Br:16])[cH:23]1)[CH2:8]2. Starting materials: C(C)(C)(C)C1=NN=C(N1)SCC=C (3-tert.butyl-5-allylthio-4H-1,2,4-triazole), CN(C(=O)Cl)C (dimethylcarbamyl chloride). Run in N1=CC=CC=C1 (pyridine). Product: CN(C(=O)N1N=C(N=C1SCC=C)C(C)(C)C)C (1-Dimethylcarbamyl-3-tert.butyl-5-allylthio-1H-1,2,4-triazole). Yield: 87.0%. RXN SMILES: [C:1]([C:5]1[NH:9][C:8]([S:10][CH2:11][CH:12]=[CH2:13])=[N:7][N:6]=1)([CH3:4])([CH3:3])[CH3:2].[CH3:14][N:15]([CH3:19])[C:16](Cl)=[O:17]>N1C=CC=CC=1>[CH3:14][N:15]([CH3:19])[C:16]([N:7]1[C:8]([S:10][CH2:11][CH:12]=[CH2:13])=[N:9][C:5]([C:1]([CH3:4])([CH3:3])[CH3:2])=[N:6]1)=[O:17]. Reported procedure: A solution of 56 g (0.284 mol) of 3-tert.butyl-5-allylthio-4H-1,2,4-triazole and 31.2 g (0.29 mol) of dimethylcarbamyl chloride in 300 ml of pyridine was maintained at reflux temperature for 16 hrs. After the pyridine was removed at reduced pressure on the rotary evaporator, water was added followed by chloroform. The organic layer was washed with successive portions of dilute hydrochloric acid, water and brine, then dried over Na2SO4. The solvent was removed in vacuo to give 66.3 g of an oil, n...